From a dataset of the Open Reaction Database (ORD), a public repository of structured organic reaction records. describe an organic reaction: reactants, conditions, products, and yield Product: CNC=1C=2N(C=CN1)C(=CN2)C2=NC(=NC=C2)NC2CCOCC2 (Methyl-{3-[2-(tetrahydro-pyran-4-ylamino)-pyrimidin-4-yl]-imidazo[1,2-a]pyrazin-8-yl}-amine). Reported procedure: Methyl-{3-[2-(tetrahydro-pyran-4-ylamino)-pyrimidin-4-yl]-imidazo[1,2-a]pyrazin-8-yl}-amine was prepared by a process analogous to that described in Example 12 starting from methyl-[3-(2-methylsulfanyl-pyrimidin-4-yl)-imidazo[1,2-a]pyrazin-8-yl]-carbamic acid tert-butyl ester (from Example 8 supra), and 4-amino-tetrahydropyran. Reactants: C(C)(C)(C)OC(N(C=1C=2N(C=CN1)C(=CN2)C2=NC(=NC=C2)SC)C)=O (methyl-[3-(2-methylsulfanyl-pyrimidin-4-yl)-imidazo[1,2-a]pyrazin-8-yl]-carbamic acid tert-butyl ester), NC1CCOCC1 (4-amino-tetrahydropyran). RXN SMILES: C(OC(=O)[N:7]([CH3:25])[C:8]1[C:9]2[N:10]([C:14]([C:17]3[CH:22]=[CH:21][N:20]=[C:19](SC)[N:18]=3)=[CH:15][N:16]=2)[CH:11]=[CH:12][N:13]=1)(C)(C)C.[NH2:27][CH:28]1[CH2:33][CH2:32][O:31][CH2:30][CH2:29]1>>[CH3:25][NH:7][C:8]1[C:9]2[N:10]([C:14]([C:17]3[CH:22]=[CH:21][N:20]=[C:19]([NH:27][CH:28]4[CH2:33][CH2:32][O:31][CH2:30][CH2:29]4)[N:18]=3)=[CH:15][N:16]=2)[CH:11]=[CH:12][N:13]=1. The reactants are ClC=1N=NC(=CC1)N1CCN(CC1)C1CC1 (3-Chloro-6-(4-cyclopropylpiperazin-1-yl)pyridazine), C([O-])([O-])=O.[Na+].[Na+] (sodium carbonate), C1OC=2C=C(C=CC2O1)B(O)O (3,4-Methylenedioxybenzeneboronic acid). The reagents and catalysts are Cl[Pd]([P](C1=CC=CC=C1)(C2=CC=CC=C2)C3=CC=CC=C3)([P](C4=CC=CC=C4)(C5=CC=CC=C5)C6=CC=CC=C6)Cl (bis(triphenylphosphine)palladium(II) chloride). The solvent is C(C)#N (acetonitrile). Reaction conditions: temperature 80 celsius, time 1 hour. Product: O1COC2=C1C=CC(=C2)C=2N=NC(=CC2)N2CCN(CC2)C2CC2 (3-(1,3-benzodioxol-5-yl)-6-(4-cyclopropylpiperazin-1-yl)pyridazine). As a reaction SMILES: Cl[C:2]1[N:3]=[N:4][C:5]([N:8]2[CH2:13][CH2:12][N:11]([CH:14]3[CH2:16][CH2:15]3)[CH2:10][CH2:9]2)=[CH:6][CH:7]=1.C(=O)([O-])[O-].[Na+].[Na+].[CH2:23]1[O:31][C:30]2[CH:29]=[CH:28][C:27](B(O)O)=[CH:26][C:25]=2[O:24]1>Cl[Pd](Cl)([P](C1C=CC=CC=1)(C1C=CC=CC=1)C1C=CC=CC=1)[P](C1C=CC=CC=1)(C1C=CC=CC=1)C1C=CC=CC=1.C(#N)C>[O:24]1[C:25]2[CH:26]=[CH:27][C:28]([C:2]3[N:3]=[N:4][C:5]([N:8]4[CH2:13][CH2:12][N:11]([CH:14]5[CH2:16][CH2:15]5)[CH2:10][CH2:9]4)=[CH:6][CH:7]=3)=[CH:29][C:30]=2[O:31][CH2:23]1 |f:1.2.3,^1:37,56|. Procedure: 3-Chloro-6-(4-cyclopropylpiperazin-1-yl)pyridazine (8.0 g, 33.5 mmol), acetonitrile (100 mL), 1 M sodium carbonate solution (100.5 mL, 100.5 mmol) and bis(triphenylphosphine)palladium(II) chloride (1.17 g, 1.67 mmol) were mixed and degassed in vacuo under nitrogen. 3,4-Methylenedioxybenzeneboronic acid (8.34 g, 50.3 mmol) was added and the mixture was heated to 80° C. for 16 h. The precipitated product was filtered and washed with acetonitrile and water, and dried in vacuo. The solid was suspend... Reactants: COC=1C=C(C=CC1C1=NC=CC=C1)C=1N=C2SC=CN2C1 (6-(3-methoxy-4-pyridin-2-ylphenyl)-imidazo[2,1-b][1,3]thiazole), BrBr (bromine). The solvent is C(Cl)Cl (CH2Cl2), C(Cl)Cl (CH2Cl2), C(Cl)Cl (CH2Cl2). Yields the product BrC1=C(N=C2SC=CN21)C2=CC(=C(C=C2)C2=NC=CC=C2)OC (5-bromo-6-(3-methoxy-4-pyridin-2-ylphenyl)imidazo[2,1-b][1,3]thiazole). RXN SMILES: [CH3:1][O:2][C:3]1[CH:4]=[C:5]([C:15]2[N:16]=[C:17]3[N:21]([CH:22]=2)[CH:20]=[CH:19][S:18]3)[CH:6]=[CH:7][C:8]=1[C:9]1[CH:14]=[CH:13][CH:12]=[CH:11][N:10]=1.[Br:23]Br>C(Cl)Cl>[Br:23][C:22]1[N:21]2[C:17]([S:18][CH:19]=[CH:20]2)=[N:16][C:15]=1[C:5]1[CH:6]=[CH:7][C:8]([C:9]2[CH:14]=[CH:13][CH:12]=[CH:11][N:10]=2)=[C:3]([O:2][CH3:1])[CH:4]=1. Reported procedure: A solution of 6-(3-methoxy-4-pyridin-2-ylphenyl)-imidazo[2,1-b][1,3]thiazole (100 mg, 0.33 mmol) in CH2Cl2 (3 mL) was treated with a solution of bromine (0.017 mL, 0.33 mmol) in CH2Cl2 (1 mL) over 1 h at 0° C. The reaction mixture was diluted with CH2Cl2 (25 mL) and was washed with a solution of saturated aqueous sodium bicarbonate (25 mL). The organic layer was dried (MgSO4) and concentrated to afford 5-bromo-6-(3-methoxy-4-pyridin-2-ylphenyl)imidazo[2,1-b][1,3]thiazole. 1H NMR (CD3OD, 500 MHz)... Reactants: B, C1CCOC1, O=C(CCCOc1ccccc1)NC1CCCc2ccccc21, C1CCOC1. Product: c1ccc(OCCCCNC2CCCc3ccccc32)cc1. As a reaction SMILES: [BH3:29].[CH2:30]1[O:31][CH2:32][CH2:33][CH2:34]1.[O:1]([c:2]1[cH:3][cH:4][cH:5][cH:6][cH:7]1)[CH2:8][CH2:9][CH2:10][C:11](=[O:12])[NH:13][CH:14]1[CH2:15][CH2:16][CH2:17][c:18]2[cH:19][cH:20][cH:21][cH:22][c:23]21.[O:24]1[CH2:25][CH2:26][CH2:27][CH2:28]1>>[O:1]([c:2]1[cH:3][cH:4][cH:5][cH:6][cH:7]1)[CH2:8][CH2:9][CH2:10][CH2:11][NH:13][CH:14]1[CH2:15][CH2:16][CH2:17][c:18]2[cH:19][cH:20][cH:21][cH:22][c:23]21. Reactants: ClC=1C(=C(C=C2C(=CC(OC12)(C)C)C(C)C)\C(=C/C=C/C(=C/C(=O)OCC)/C)\C)OCC (ethyl 7-(8-chloro-4-isopropyl-7-ethoxy-2,2-dimethyl-2H-chromen-6-yl)-3-methyl-octa-2E,4E,6Z-trienoate), ClC=1C(=C(C=C2C(=CC(OC12)(C)C)C(C)C)\C(=C/C=C/C(=C/C(=O)OCC)/C)\C)OCC (ethyl 7-(8-chloro-4-isopropyl-7-ethoxy-2,2-dimethyl-2H-chromen-6-yl)-3-methyl-octa-2E,4E,6Z-trienoate), [OH-].[Na+] (NaOH). Product: ClC=1C(=C(C=C2C(=CC(OC12)(C)C)C(C)C)\C(=C/C=C/C(=C/C(=O)O)/C)\C)OCC (7-(8-Chloro-4-isopropyl-7-ethoxy-2,2-dimethyl-2H-chromen-6-yl)-3-methyl-octa-2E,4E,6Z-trienoic acid). Reaction SMILES: [Cl:1][C:2]1[C:3]([O:30][CH2:31][CH3:32])=[C:4](/[C:17](/[CH3:29])=[CH:18]\[CH:19]=[CH:20]\[C:21](\[CH3:28])=[CH:22]\[C:23]([O:25]CC)=[O:24])[CH:5]=[C:6]2[C:11]=1[O:10][C:9]([CH3:13])([CH3:12])[CH:8]=[C:7]2[CH:14]([CH3:16])[CH3:15].[OH-].[Na+]>>[Cl:1][C:2]1[C:3]([O:30][CH2:31][CH3:32])=[C:4](/[C:17](/[CH3:29])=[CH:18]\[CH:19]=[CH:20]\[C:21](\[CH3:28])=[CH:22]\[C:23]([OH:25])=[O:24])[CH:5]=[C:6]2[C:11]=1[O:10][C:9]([CH3:12])([CH3:13])[CH:8]=[C:7]2[CH:14]([CH3:16])[CH3:15] |f:1.2|. Procedure: Following General Procedure G, ethyl 7-(8-chloro-4-isopropyl-7-ethoxy-2,2-dimethyl-2H-chromen-6-yl)-3-methyl-octa-2E,4E,6Z-trienoate (Compound 40, 42 mg, 0.092 mmol) was hydrolyzed with 1M NaOH. Purification by column chromatography (silica gel, 25% ethyl acetate in hexanes) followed by recrystallization from acetonitrile gave rise to the title compound as a light yellow solid. Starting materials: CCOC(=O)C(Cc1cccs1)C(=O)O, CCCCc1ncc(C=O)n1Cc1ccc(C(=O)OC)s1, C1CCNCC1, c1ccncc1, c1ccccc1. The product is CCCCc1ncc(C=C(Cc2cccs2)C(=O)OCC)n1Cc1ccc(C(=O)OC)s1. RXN SMILES: [C:22]([OH:23])(=[O:24])[CH:25]([C:26](=[O:27])[O:28][CH2:29][CH3:30])[CH2:31][c:32]1[s:33][cH:34][cH:35][cH:36]1.[CH2:1]([CH2:2][CH2:3][CH3:4])[c:5]1[n:6]([CH2:12][c:13]2[s:14][c:15]([C:18](=[O:19])[O:20][CH3:21])[cH:16][cH:17]2)[c:7]([CH:10]=[O:11])[cH:8][n:9]1.[CH2:37]1[CH2:38][CH2:39][NH:40][CH2:41][CH2:42]1.[cH:43]1[cH:44][cH:45][n:46][cH:47][cH:48]1.[cH:49]1[cH:50][cH:51][cH:52][cH:53][cH:54]1>>[CH2:1]([CH2:2][CH2:3][CH3:4])[c:5]1[n:6]([CH2:12][c:13]2[s:14][c:15]([C:18](=[O:19])[O:20][CH3:21])[cH:16][cH:17]2)[c:7]([CH:10]=[C:25]([C:26](=[O:27])[O:28][CH2:29][CH3:30])[CH2:31][c:32]2[s:33][cH:34][cH:35][cH:36]2)[cH:8][n:9]1. Starting materials: C(C)OC(=O)C=1C=C(C=NC1)Br (3-bromo-5-pyridine carboxylic acid ethyl ester), [N+](=O)([O-])C=1C=C(C=CC1)B(O)O (3-nitrophenylboronic acid). The reagents and catalysts are C1(=CC=CC=C1)P(C1=CC=CC=C1)(C1=CC=CC=C1)[Pd-4](P(C1=CC=CC=C1)(C1=CC=CC=C1)C1=CC=CC=C1)(P(C1=CC=CC=C1)(C1=CC=CC=C1)C1=CC=CC=C1)P(C1=CC=CC=C1)(C1=CC=CC=C1)C1=CC=CC=C1 (tetrakis(triphenylphosphino)palladium(0)). Solvent: C1(=CC=CC=C1)C (toluene). Yields the product C(C)OC(=O)C=1C=C(C=NC1)C1=CC(=CC=C1)[N+](=O)[O-] (3-(3-Nitrophenyl)-5-pyridinecarboxylic acid ethyl ester). Reaction SMILES: [CH2:1]([O:3][C:4]([C:6]1[CH:7]=[C:8](Br)[CH:9]=[N:10][CH:11]=1)=[O:5])[CH3:2].[N+:13]([C:16]1[CH:17]=[C:18](B(O)O)[CH:19]=[CH:20][CH:21]=1)([O-:15])=[O:14]>C1(C)C=CC=CC=1.C1(P([Pd-4](P(C2C=CC=CC=2)(C2C=CC=CC=2)C2C=CC=CC=2)(P(C2C=CC=CC=2)(C2C=CC=CC=2)C2C=CC=CC=2)P(C2C=CC=CC=2)(C2C=CC=CC=2)C2C=CC=CC=2)(C2C=CC=CC=2)C2C=CC=CC=2)C=CC=CC=1>[CH2:1]([O:3][C:4]([C:6]1[CH:7]=[C:8]([C:20]2[CH:19]=[CH:18][CH:17]=[C:16]([N+:13]([O-:15])=[O:14])[CH:21]=2)[CH:9]=[N:10][CH:11]=1)=[O:5])[CH3:2]. Procedure: n.m.r. δ values include 1.5 (t, 3 H), 4.5 (q, 2 H), 7.75 (t, 1 H), 8.0 (d, 1 H), 8.3 (d, 1 H), 8.6-8.5 (m, 2 H), 9.0 (s, 1 H), 9.3 (s, 1 H); from 3-bromo-5-pyridine carboxylic acid ethyl ester (985 mg) in toluene (15 mL), tetrakis(triphenylphosphino)palladium(0) (161 mg) and 3-nitrophenylboronic acid (860 mg). Starting materials: CCI, COc1ccc(CN(Cc2ccc(OC)cc2)c2ncc(-c3nc(N4CCOCC4)nc4c3CCN4)cn2)cc1, CN(C)C=O, [H-], [Na+], O. Product: CCN1CCc2c(-c3cnc(N(Cc4ccc(OC)cc4)Cc4ccc(OC)cc4)nc3)nc(N3CCOCC3)nc21. Reaction SMILES: [CH2:43]([CH3:44])[I:45].[CH3:1][O:2][c:3]1[cH:4][cH:5][c:6]([CH2:7][N:8]([c:9]2[n:10][cH:11][c:12](-[c:15]3[c:16]4[c:17]([n:18][c:19]([N:21]5[CH2:22][CH2:23][O:24][CH2:25][CH2:26]5)[n:20]3)[NH:27][CH2:28][CH2:29]4)[cH:13][n:14]2)[CH2:30][c:31]2[cH:32][cH:33][c:34]([O:37][CH3:38])[cH:35][cH:36]2)[cH:39][cH:40]1.[CH3:46][N:47]([CH3:48])[CH:49]=[O:50].[H-:41].[Na+:42].[OH2:51]>>[CH3:1][O:2][c:3]1[cH:4][cH:5][c:6]([CH2:7][N:8]([c:9]2[n:10][cH:11][c:12](-[c:15]3[c:16]4[c:17]([n:18][c:19]([N:21]5[CH2:22][CH2:23][O:24][CH2:25][CH2:26]5)[n:20]3)[N:27]([CH2:43][CH3:44])[CH2:28][CH2:29]4)[cH:13][n:14]2)[CH2:30][c:31]2[cH:32][cH:33][c:34]([O:37][CH3:38])[cH:35][cH:36]2)[cH:39][cH:40]1. The reactants are [Cl-].[NH4+] (ammonium chloride), C1(=CC=CC=C1)C1=NSC(=N1)N1CCN(CC1)C(=O)NC=1C=NC=CC1 (4-(3-phenyl-1,2,4-thiadiazol-5-yl)-N-pyridin-3-ylpiperazine-1-carboxamide), CI (Methyl iodide), [H-].[Na+] (sodium hydride). Run in CN(C=O)C (dimethylformamide). Conditions: temperature 0 celsius, time 30 minute. Yields the product CN(C(=O)N1CCN(CC1)C1=NC(=NS1)C1=CC=CC=C1)C=1C=NC=CC1 (N-Methyl-4-(3-phenyl-1,2,4-thiadiazol-5-yl)-N-pyridin-3-ylpiperazine-1-carboxamide). Yield: 41.4%. As a reaction SMILES: [C:1]1([C:7]2[N:11]=[C:10]([N:12]3[CH2:17][CH2:16][N:15]([C:18]([NH:20][C:21]4[CH:22]=[N:23][CH:24]=[CH:25][CH:26]=4)=[O:19])[CH2:14][CH2:13]3)[S:9][N:8]=2)[CH:6]=[CH:5][CH:4]=[CH:3][CH:2]=1.[H-].[Na+].[CH3:29]I.[Cl-].[NH4+]>CN(C)C=O>[CH3:29][N:20]([C:21]1[CH:22]=[N:23][CH:24]=[CH:25][CH:26]=1)[C:18]([N:15]1[CH2:16][CH2:17][N:12]([C:10]2[S:9][N:8]=[C:7]([C:1]3[CH:2]=[CH:3][CH:4]=[CH:5][CH:6]=3)[N:11]=2)[CH2:13][CH2:14]1)=[O:19] |f:1.2,4.5|. Reported procedure: Under a nitrogen gas stream, to a solution of 4-(3-phenyl-1,2,4-thiadiazol-5-yl)-N-pyridin-3-ylpiperazine-1-carboxamide (100 mg, 0.273 mmol) in dimethylformamide (1.0 ml) was added, under ice-cooling, sodium hydride (13.1 mg, 0.327 mmol), and the mixture was stirred at room temperature for 30 minutes. Methyl iodide (0.020 ml, 0.327 mmol) was added thereto under ice-cooling, and the mixture was stirred at 0° C. for 30 minutes, followed by stirring at room temperature for 2 hours and half. An aque... Reactants: ClC=1C=C(C(=O)NCCO)C=C(C1O)Cl (3,5-Dichloro-4-hydroxy-N-(2-hydroxyethyl)benzamide), hydrochloride salt, S(=O)(Cl)Cl (thionyl chloride). Yields the product ClC1=C(C(=CC(=C1)C=1OCCN1)Cl)O (2,6-dichloro-4-(4,5-dihydro-2-oxazolyl)phenol). Procedure details: 3,5-Dichloro-4-hydroxy-N-(2-hydroxyethyl)benzamide (400 gm, 1.61 moles) was ground and sifted through a No. 20 mesh screen prior to use. To a stirred suspension of the above in 2.8 L isopropyl acetate was added thionyl chloride (285 gm, 2.41 moles) in a steady stream. An exotherm to 45°-50° C. developed and the gray suspension appeared lighter after a short time. After stirring 2.5 hr, the suspension was cooled to room temperature and filtered. The cake was rinsed with isopropyl acetate and drie... RXN SMILES: [Cl:1][C:2]1[CH:3]=[C:4]([CH:11]=[C:12]([Cl:15])[C:13]=1[OH:14])[C:5]([NH:7][CH2:8][CH2:9][OH:10])=O.S(Cl)(Cl)=O>>[Cl:1][C:2]1[CH:3]=[C:4]([C:5]2[O:10][CH2:9][CH2:8][N:7]=2)[CH:11]=[C:12]([Cl:15])[C:13]=1[OH:14]. Run at time 2.5 hour. The yield is 99.3%.